The task is: describe an organic reaction: reactants, conditions, products, and yield. This data is from the Open Reaction Database (ORD), a public repository of structured organic reaction records. Reactants: BrC=1C=CC(=C(C(=O)O)C1)OC(F)(F)F (5-bromo-2-trifluoromethoxy-benzoic acid), BrC1=CC=C(C=C1)OC(F)(F)F (1-bromo-4-trifluoromethoxy-benzene). Yields the product BrCC(=O)C1=C(C=CC(=C1)Br)OC(F)(F)F (Bromo-1-(5-bromo-2-trifluoromethoxy-phenyl)-ethanone). Reaction SMILES: [Br:1][C:2]1[CH:3]=[CH:4][C:5]([O:11][C:12]([F:15])([F:14])[F:13])=[C:6]([CH:10]=1)[C:7]([OH:9])=O.[Br:16][C:17]1C=CC(OC(F)(F)F)=CC=1>>[Br:16][CH2:17][C:7]([C:6]1[CH:10]=[C:2]([Br:1])[CH:3]=[CH:4][C:5]=1[O:11][C:12]([F:15])([F:14])[F:13])=[O:9]. Reported procedure: The title compound was synthesized from 5-bromo-2-trifluoromethoxy-benzoic acid (prepared from 1-bromo-4-trifluoromethoxy-benzene by the orth-lithiation method according to Schlosser et al. Eur. J. Org. Chem.2001, 21, 3991-3997) according to the general scheme 12. Reactants: OC1C(C2=CC(=CC=C2CC1=C)OC)=O (2-hydroxy-methylene-7-methoxy-1-tetralone), N(N)CC(C)O ((RS)-1-hydrazino-2-propanol), O (water), C1(=CC=CC=C1)C (toluene). The reagents and catalysts are C1(=CC=C(C=C1)S(=O)(=O)O)C (p-toluenesulfonic acid). Yields the product COC1=CC2=C(CCC=3C=NN(C23)CC(C)O)C=C1 ((RS)-1-(4,5-dihydro-8-methoxy-1H-benz[g]indazol-1-yl)-propan-2-ol). Isolated yield 74.0%. Reaction SMILES: O[CH:2]1[C:11](=C)[CH2:10][C:9]2[C:4](=[CH:5][C:6]([O:13][CH3:14])=[CH:7][CH:8]=2)[C:3]1=O.[NH:16]([CH2:18][CH:19]([OH:21])[CH3:20])[NH2:17].O.[C:23]1(C)C=CC=CC=1>C1(C)C=CC(S(O)(=O)=O)=CC=1>[CH3:14][O:13][C:6]1[CH:7]=[CH:8][C:9]2[CH2:10][CH2:11][C:2]3[CH:23]=[N:17][N:16]([CH2:18][CH:19]([OH:21])[CH3:20])[C:3]=3[C:4]=2[CH:5]=1. Reported procedure: A solution of 1.63 g (7.98 mmol) of 2-hydroxy-methylene-7-methoxy-1-tetralone, 0.87 g (9.65 mmol) of (RS)-1-hydrazino-2-propanol and 100 mg of p-toluenesulfonic acid in 100 ml of anhydrous toluene was heated on a water separator for 1.5 hours. After concentration in a vacuum, the reaction mixture S was purified by column chromatography on silica gel (ethyl acetate/hexane 1:1). 1.52 g (74%) of (RS)-1-(4,5-dihydro-8-methoxy-1H-benz[g]indazol-1-yl)-propan-2-ol were obtained as a yellow oil which wa... The reactants are CC1=CC=CC=2SC=C(C21)CN2C(NC1=C2C=CC=C1)=O (1-(4-Methyl-benzo[b]thiophen-3-ylmethyl)-1,3-dihydro-benzimidazol-2-one), COC(C(CO)(C)C)=O (3-Hydroxy-2,2-dimethyl-propionic acid methyl ester), C1(=CC=CC=C1)P(C1=CC=CC=C1)C1=CC=CC=C1 (triphenylphosphine), N(=NC(=O)OC(C)C)C(=O)OC(C)C (diisopropyl azodicarboxylate). The solvent is C1CCOC1 (THF). Run at time 40 hour. The product is COC(C(CN1C(N(C2=C1C=CC=C2)CC=2C1=C(SC2)C=CC=C1C)=O)(C)C)=O (2,2-Dimethyl-3-[3-(4-methyl-benzo[b]thiophen-3-ylmethyl)-2-oxo-2,3-dihydro-benzimidazol-1-yl]-propionic acid methyl ester). The yield is 40.3%. As a reaction SMILES: [CH3:1][C:2]1[C:10]2[C:9]([CH2:11][N:12]3[C:16]4[CH:17]=[CH:18][CH:19]=[CH:20][C:15]=4[NH:14][C:13]3=[O:21])=[CH:8][S:7][C:6]=2[CH:5]=[CH:4][CH:3]=1.[CH3:22][O:23][C:24](=[O:30])[C:25]([CH3:29])([CH3:28])[CH2:26]O.C1(P(C2C=CC=CC=2)C2C=CC=CC=2)C=CC=CC=1.N(C(OC(C)C)=O)=NC(OC(C)C)=O>C1COCC1>[CH3:22][O:23][C:24](=[O:30])[C:25]([CH3:29])([CH3:28])[CH2:26][N:14]1[C:15]2[CH:20]=[CH:19][CH:18]=[CH:17][C:16]=2[N:12]([CH2:11][C:9]2[C:10]3[C:2]([CH3:1])=[CH:3][CH:4]=[CH:5][C:6]=3[S:7][CH:8]=2)[C:13]1=[O:21]. Procedure: To a stirred solution of 1-(4-Methyl-benzo[b]thiophen-3-ylmethyl)-1,3-dihydro-benzimidazol-2-one (50 mg, 0.17 mmol), 3-Hydroxy-2,2-dimethyl-propionic acid methyl ester (0.026 mL, 0.20 mmol) and triphenylphosphine (53 mg, 0.20 mmol) in dry THF (1.5 mL) is added diisopropyl azodicarboxylate (0.041 mL, 0.20 mmol) in a drop wise manner. The mixture is stirred at room temperature for 40 hrs. Then the solvent is removed under vacuum and the residue is purified by two preparative TLC's (first one is de... Reactants: [Br-], CC(=O)O, [K+], O, CC1(C)Oc2ccsc2C(NC(=O)c2ccc([N+](=O)[O-])cc2)C1O, O=[N+]([O-])O. RXN SMILES: [Br-:30].[CH3:32][C:33](=[O:34])[OH:35].[K+:31].[OH2:29].[OH:1][CH:2]1[CH:3]([NH:13][C:14]([c:15]2[cH:16][cH:17][c:18]([N+:21](=[O:22])[O-:23])[cH:19][cH:20]2)=[O:24])[c:4]2[c:5]([cH:10][cH:11][s:12]2)[O:6][C:7]1([CH3:8])[CH3:9].[OH:25][N+:26]([O-:27])=[O:28]>>[OH:1][CH:2]1[CH:3]([NH:13][C:14]([c:15]2[cH:16][cH:17][c:18]([N+:21](=[O:22])[O-:23])[cH:19][cH:20]2)=[O:24])[c:4]2[c:5]([cH:10][c:11]([N+:26](=[O:25])[O-:27])[s:12]2)[O:6][C:7]1([CH3:8])[CH3:9]. Product: CC1(C)Oc2cc([N+](=O)[O-])sc2C(NC(=O)c2ccc([N+](=O)[O-])cc2)C1O. Reactants: CCOC(C)=O, CCN(C(C)C)C(C)C, COC(=O)c1c(C#N)cc(Cl)nc1Nc1cccc(C)c1, Cl, NC1CCCC(F)(F)C1N, CN(C)C=O. Product: COC(=O)c1c(C#N)cc(NC2CCCC(F)(F)C2N)nc1Nc1cccc(C)c1. As a reaction SMILES: [CH3:47][CH2:48][O:49][C:50]([CH3:51])=[O:52].[CH:33]([N:34]([CH2:35][CH3:36])[CH:37]([CH3:38])[CH3:39])([CH3:40])[CH3:41].[Cl:1][c:2]1[n:3][c:4]([NH:14][c:15]2[cH:16][c:17]([CH3:21])[cH:18][cH:19][cH:20]2)[c:5]([C:6](=[O:7])[O:8][CH3:9])[c:10]([C:12]#[N:13])[cH:11]1.[ClH:22].[F:23][C:24]1([F:32])[CH:25]([NH2:31])[CH:26]([NH2:30])[CH2:27][CH2:28][CH2:29]1.[O:42]=[CH:43][N:44]([CH3:45])[CH3:46]>>[c:2]1([NH:30][CH:26]2[CH:25]([NH2:31])[C:24]([F:23])([F:32])[CH2:29][CH2:28][CH2:27]2)[n:3][c:4]([NH:14][c:15]2[cH:16][c:17]([CH3:21])[cH:18][cH:19][cH:20]2)[c:5]([C:6](=[O:7])[O:8][CH3:9])[c:10]([C:12]#[N:13])[cH:11]1. Starting materials: [N-]=[N+]=[N-].[Na+] (sodium azide), reagent, CC(=O)C (acetone), FC(C(=O)OCC1CN(C(O1)=O)C1=CC=C(C=C1)S(=O)(=O)Cl)(F)F (4-[5-(trifluoroacetoxymethyl)-2-oxooxazolidin-3-yl]benzenesulfonyl chloride), C(C)#N (acetonitrile). Run in O (water). Conditions: temperature -5 celsius, time 1 hour. The product is OCC1CN(C(O1)=O)C1=CC=C(C=C1)S(=O)(=O)N=[N+]=[N-] (4-[5-(Hydroxymethyl)-2-oxooxazolidin-3-yl]benzenesulfonyl Azide). RXN SMILES: [N-:1]=[N+:2]=[N-:3].[Na+].CC(C)=O.FC(F)(F)C([O:13][CH2:14][CH:15]1[O:19][C:18](=[O:20])[N:17]([C:21]2[CH:26]=[CH:25][C:24]([S:27](Cl)(=[O:29])=[O:28])=[CH:23][CH:22]=2)[CH2:16]1)=O.C(#N)C>O>[OH:13][CH2:14][CH:15]1[O:19][C:18](=[O:20])[N:17]([C:21]2[CH:22]=[CH:23][C:24]([S:27]([N:1]=[N+:2]=[N-:3])(=[O:28])=[O:29])=[CH:25][CH:26]=2)[CH2:16]1 |f:0.1|. Procedure: A solution of 10 g sodium azide in 20 ml water was added to 200 ml reagent grade acetone and then cooled to -5° C. A 19 g portion of dl-4-[5-(trifluoroacetoxymethyl)-2-oxooxazolidin-3-yl]benzenesulfonyl chloride (prepared as in Example 1) was added to the solution while maintaining the temperature of the mixture below 0° C. After stirring the mixture for one hour, it was allowed to stand overnight. The acetone was removed under reduced pressure, water was added and the product was filtered and w... Reactants: [N+](=O)([O-])C1=C(C=C(C(=O)NC=2SC=CN2)C=C1)F (4-Nitro-3-fluoro-N-thiazol-2-yl-benzamide), C(C)(=O)O (acetic acid). Reagents/catalysts: [Pd] (Pd/C). The solvent is C(C)(=O)OCC (ethyl acetate), CCO (EtOH). Conditions: time 12 day. Yields the product NC1=C(C=C(C(=O)NC=2SC=CN2)C=C1)F (4-Amino-3-fluoro-N-thiazol-2-yl-benzamide). As a reaction SMILES: [N+:1]([C:4]1[CH:17]=[CH:16][C:7]([C:8]([NH:10][C:11]2[S:12][CH:13]=[CH:14][N:15]=2)=[O:9])=[CH:6][C:5]=1[F:18])([O-])=O.C(O)(=O)C>CCO.C(OCC)(=O)C.[Pd]>[NH2:1][C:4]1[CH:17]=[CH:16][C:7]([C:8]([NH:10][C:11]2[S:12][CH:13]=[CH:14][N:15]=2)=[O:9])=[CH:6][C:5]=1[F:18]. Reported procedure: 4-Nitro-3-fluoro-N-thiazol-2-yl-benzamide (7.5 mmol) was suspended in EtOH (abs., 60 mL) and ethyl acetate (30 mL), glacial acetic acid (5 mL) and 10% Pd/C (300 mg) was added, and the mixture was hydrogenated for 12 days under 3 bar H2. The reaction mixture was filtered and evaporated, and re-dissolved in ethyl acetate (100 mL) and NaHCO3 (sat., 60 mL). The aqueous phase was adjusted to basic pH with NaOH (1M) and the phases were separated. The organic phase was washed with brine, dried over MgS...